This data is from the Open Reaction Database (ORD), a public repository of structured organic reaction records. The task is: describe an organic reaction: reactants, conditions, products, and yield The reactants are ClC1=C(C(=CC(=C1)S(=O)(=O)C)Cl)N1N=C2C(C=[N+](C=C2)[O-])=C1 (2-(2,6-Dichloro-4-methanesulfonylphenyl)-2H-pyrazolo[4,3-c]pyridine-5-oxide), P(=O)(Cl)(Cl)Cl (phosphorous oxychloride). The reagents and catalysts are [Cl-].C(CCC)[N+](CCCC)(CCCC)CCCC (tetrabutylammonium chloride). Conditions: temperature 85 celsius. Yields the product ClC1=NC=CC=2C1=CN(N2)C2=C(C=C(C=C2Cl)S(=O)(=O)C)Cl (4-Chloro-2-(2,6-dichloro-4-methanesulfonylphenyl)-2H-pyrazolo[4,3-c]pyridine). The yield is 35.0%. RXN SMILES: [Cl:1][C:2]1[CH:7]=[C:6]([S:8]([CH3:11])(=[O:10])=[O:9])[CH:5]=[C:4]([Cl:12])[C:3]=1[N:13]1[CH:22]=[C:16]2[CH:17]=[N+:18]([O-])[CH:19]=[CH:20][C:15]2=[N:14]1.P(Cl)(Cl)([Cl:25])=O>[Cl-].C([N+](CCCC)(CCCC)CCCC)CCC>[Cl:25][C:17]1[C:16]2=[CH:22][N:13]([C:3]3[C:2]([Cl:1])=[CH:7][C:6]([S:8]([CH3:11])(=[O:10])=[O:9])=[CH:5][C:4]=3[Cl:12])[N:14]=[C:15]2[CH:20]=[CH:19][N:18]=1 |f:2.3|. Procedure: 2-(2,6-Dichloro-4-methanesulfonylphenyl)-2H-pyrazolo[4,3-c]pyridine-5-oxide (640 mg, 1.79 mmol) was added to a solution of tetrabutylammonium chloride (497 mg, 1.79 mmol) in phosphorous oxychloride (5 mL) and the reaction mixture was heated at 85° C. for 4 hours. The reaction mixture was cooled and partitioned between ethyl acetate and sodium hydrogen carbonate (sat. aq.). The organic phase was washed with sodium hydrogen carbonate (sat. aq.) and brine, dried over anhydrous sodium sulfate, and c... Run at temperature 50 celsius, time 2 hour. The solvent is CS(=O)C (DMSO), C(Cl)Cl (DCM). Product: C(C)(C)(C)OC(=O)N1CCC(CC1)C=1N(C=C(N1)C1=CC(=C(C=C1)F)Cl)CCN(C)C (4-[4-(3-Chloro-4-fluoro-phenyl)-1-(2-dimethylamino-ethyl)-1H-imidazol-2-yl]-piperidine-1-carboxylic acid tert-butyl ester). RXN SMILES: Cl.Cl[CH2:3][CH2:4][N:5]([CH3:7])[CH3:6].[C:8]([O:12][C:13]([N:15]1[CH2:20][CH2:19][CH:18]([C:21]2[NH:22][CH:23]=[C:24]([C:26]3[CH:31]=[CH:30][C:29]([F:32])=[C:28]([Cl:33])[CH:27]=3)[N:25]=2)[CH2:17][CH2:16]1)=[O:14])([CH3:11])([CH3:10])[CH3:9].[OH-].[K+]>CS(C)=O.C(Cl)Cl>[C:8]([O:12][C:13]([N:15]1[CH2:20][CH2:19][CH:18]([C:21]2[N:22]([CH2:3][CH2:4][N:5]([CH3:7])[CH3:6])[CH:23]=[C:24]([C:26]3[CH:31]=[CH:30][C:29]([F:32])=[C:28]([Cl:33])[CH:27]=3)[N:25]=2)[CH2:17][CH2:16]1)=[O:14])([CH3:11])([CH3:9])[CH3:10] |f:0.1,3.4|. The reactants are C(C)(C)(C)OC(=O)N1CCC(CC1)C=1NC=C(N1)C1=CC(=C(C=C1)F)Cl (4-[4-(3-chloro-4-fluoro-phenyl)-1H-imidazol-2-yl]-piperidine-1-carboxylic acid tert-butyl ester), [OH-].[K+] (KOH), Cl.ClCCN(C)C ((2-chloro-ethyl)-dimethyl-amine hydrochloride). Procedure details: Add (2-chloro-ethyl)-dimethyl-amine hydrochloride (1.10 equiv; 579 μmol; 83 mg) in one portion to a mixture of 4-[4-(3-chloro-4-fluoro-phenyl)-1H-imidazol-2-yl]-piperidine-1-carboxylic acid tert-butyl ester (1 equiv; 526 μmol; 200 mg) and powdered KOH (2.5 equiv; 1.316 mmol; 73.8 mg) in DMSO (3 mL). Warm to 50° C. and stir for 2 h. Dilute with DCM, wash with water, brine, dry over MgSO4, filter, evaporate and purify on 40 g silica gel with 10% methanol/ACN to provide the title compound (194 mg; ... Isolated yield 81.7%. Product: COC1=CC=C(COC(CC(CC(=O)O)(C)C)=O)C=C1 (3,3-dimethylglutaric acid mono-p-methoxybenzyl ester). Reported procedure: To a solution of 3,3-dimethylglutaric acid (6.4 g) in dry dimethylformamide (100 ml) was added in four portions sodium hydride (50%) (1.92 g) at 30° to 40° C. under nitrogen atmosphere. The resulting mixture was stirred for 30 minutes, and p-methoxybenzyl chloride (6.28 g) in dry dimethylformamide (20 ml) was added to the mixture. The reaction mixture was stirred at 60° to 70° l C. for 10 hours, diluted with saturated aqueous sodium chloride and ethyl acetate. The ethyl acetate layer was extract... The solvent is CN(C=O)C (dimethylformamide), CN(C=O)C (dimethylformamide), [Cl-].[Na+] (sodium chloride), C(C)(=O)OCC (ethyl acetate). Reactants: CC(CC(=O)O)(CC(=O)O)C (3,3-dimethylglutaric acid), [H-].[Na+] (sodium hydride), COC1=CC=C(CCl)C=C1 (p-methoxybenzyl chloride). Reaction SMILES: [CH3:1][C:2]([CH3:11])([CH2:7][C:8]([OH:10])=[O:9])[CH2:3][C:4]([OH:6])=[O:5].[H-].[Na+].[CH3:14][O:15][C:16]1[CH:23]=[CH:22][C:19]([CH2:20]Cl)=[CH:18][CH:17]=1>CN(C)C=O.[Cl-].[Na+].C(OCC)(=O)C>[CH3:14][O:15][C:16]1[CH:23]=[CH:22][C:19]([CH2:20][O:9][C:8](=[O:10])[CH2:7][C:2]([CH3:11])([CH3:1])[CH2:3][C:4]([OH:6])=[O:5])=[CH:18][CH:17]=1 |f:1.2,5.6|. Run at time 30 minute. Starting materials: CCO, CCOC(=O)CCCOc1cnc(N(Cc2cc(C(F)(F)F)cc(C(F)(F)F)c2)Cc2cc(C(F)(F)F)ccc2N(CC)C(=O)OCC)nc1, [Na+], [OH-]. As a reaction SMILES: [CH3:53][CH2:54][OH:55].[F:1][C:2]([c:3]1[cH:4][c:5]([CH2:6][N:7]([c:8]2[n:9][cH:10][c:11]([O:14][CH2:15][CH2:16][CH2:17][C:18](=[O:19])[O:20][CH2:21][CH3:22])[cH:12][n:13]2)[CH2:23][c:24]2[c:25]([N:34]([CH2:35][CH3:36])[C:37](=[O:38])[O:39][CH2:40][CH3:41])[cH:26][cH:27][c:28]([C:30]([F:31])([F:32])[F:33])[cH:29]2)[cH:42][c:43]([C:45]([F:46])([F:47])[F:48])[cH:44]1)([F:49])[F:50].[Na+:52].[OH-:51]>>[F:1][C:2]([c:3]1[cH:4][c:5]([CH2:6][N:7]([c:8]2[n:9][cH:10][c:11]([O:14][CH2:15][CH2:16][CH2:17][C:18](=[O:19])[OH:20])[cH:12][n:13]2)[CH2:23][c:24]2[c:25]([N:34]([CH2:35][CH3:36])[C:37](=[O:38])[O:39][CH2:40][CH3:41])[cH:26][cH:27][c:28]([C:30]([F:31])([F:32])[F:33])[cH:29]2)[cH:42][c:43]([C:45]([F:46])([F:47])[F:48])[cH:44]1)([F:49])[F:50]. The product is CCOC(=O)N(CC)c1ccc(C(F)(F)F)cc1CN(Cc1cc(C(F)(F)F)cc(C(F)(F)F)c1)c1ncc(OCCCC(=O)O)cn1. The reactants are FC(C=1C=C(C=C(C1)C(F)(F)F)COC1C(C(CC1)NC)C1=CC=CC=C1)(F)F (1-(SR)-(3,5-Bis(trifluoromethyl)phenyl)methoxy-2-(SR)-phenyl-3-(RS)-(methyl amino)cyclopentane), CCN(C(C)C)C(C)C (DIPEA), C(C)(=O)Cl (acetyl chloride). The solvent is C(Cl)Cl (methylene chloride). Product: FC(C=1C=C(C=C(C1)C(F)(F)F)COC1C(C(CC1)N(C)C(C)=O)C1=CC=CC=C1)(F)F (1-(SR)-(3,5-Bis(trifluoromethyl)phenyl)methoxy-2-(SR)-phenyl-3-(RS)-(N-acetyl-N-methylamino)cyclopentane). Yield: 90.9%. Reaction SMILES: [F:1][C:2]([F:29])([F:28])[C:3]1[CH:4]=[C:5]([CH2:13][O:14][CH:15]2[CH2:19][CH2:18][CH:17]([NH:20][CH3:21])[CH:16]2[C:22]2[CH:27]=[CH:26][CH:25]=[CH:24][CH:23]=2)[CH:6]=[C:7]([C:9]([F:12])([F:11])[F:10])[CH:8]=1.CCN(C(C)C)C(C)C.[C:39](Cl)(=[O:41])[CH3:40]>C(Cl)Cl>[F:1][C:2]([F:28])([F:29])[C:3]1[CH:4]=[C:5]([CH2:13][O:14][CH:15]2[CH2:19][CH2:18][CH:17]([N:20]([C:39](=[O:41])[CH3:40])[CH3:21])[CH:16]2[C:22]2[CH:23]=[CH:24][CH:25]=[CH:26][CH:27]=2)[CH:6]=[C:7]([C:9]([F:12])([F:11])[F:10])[CH:8]=1. Procedure: To a solution of 25 mg of amine prepared in Example 11 and 0.05 mL of DIPEA in 0.5 mL of methylene chloride was added 7 mg of acetyl chloride. After 1.5 h in a sealed vial, the volatiles were evaporated under a stream of nitrogen and the residue was purified on a 1 mm preparative silica gel plate eluted with ethyl acetate to afford 25 mg of title compound. Mass spec (NH3 /CI): 460 (M+1). The reactants are COC(=O)c1ccc(OC2CCCCO2)c(C=C(C)C)c1, CO, Cc1ccc(S(=O)(=O)[O-])cc1, c1cc[nH+]cc1. Yields the product COC(=O)c1ccc(O)c(C=C(C)C)c1. Reaction SMILES: [CH3:1][C:2](=[CH:3][c:4]1[cH:5][c:6]([C:7](=[O:8])[O:9][CH3:10])[cH:11][cH:12][c:13]1[O:14][CH:15]1[CH2:16][CH2:17][CH2:18][CH2:19][O:20]1)[CH3:21].[CH3:39][OH:40].[c:22]1([CH3:23])[cH:24][cH:25][c:26]([S:27]([O-:28])(=[O:29])=[O:30])[cH:31][cH:32]1.[nH+:33]1[cH:34][cH:35][cH:36][cH:37][cH:38]1>>[CH3:1][C:2](=[CH:3][c:4]1[cH:5][c:6]([C:7](=[O:8])[O:9][CH3:10])[cH:11][cH:12][c:13]1[OH:14])[CH3:21]. Reactants: [H][H] (hydrogen), N1C=CC2=CC=CC=C12 (1H-Indole), [H-].[Na+] (sodium hydride), ClCC1=CC=C(C=C1)C=1C(=NC=CN1)NS(=O)(=O)C1=C(C=CC=C1)C(F)(F)F (N-{3-[4-(chloromethyl)phenyl]pyrazin-2-yl}-2-(trifluoromethyl)benzene sulfonamide), ClCC1=CC=C(C=C1)C=1C(=NC=CN1)NS(=O)(=O)C1=C(C=CC=C1)C(F)(F)F (N-{3-[4-(chloromethyl)phenyl]pyrazin-2-yl}-2-(trifluoromethyl)benzene sulfonamide). Solvent: O (water), CN(C=O)C (dimethylformamide), CN(C=O)C (dimethylformamide). Yields the product N1(C=CC2=CC=CC=C12)CC1=CC=C(C=C1)C=1C(=NC=CN1)NS(=O)(=O)C1=C(C=CC=C1)C(F)(F)F (N-{3-[4-(1H-indol-1-ylmethyl)phenyl]pyrazin-2-yl}-2-(trifluoromethyl)benzenesulfonamide). Isolated yield 62.0%. As a reaction SMILES: [NH:1]1[C:9]2[C:4](=[CH:5][CH:6]=[CH:7][CH:8]=2)[CH:3]=[CH:2]1.[H-].[Na+].[H][H].Cl[CH2:15][C:16]1[CH:21]=[CH:20][C:19]([C:22]2[C:23]([NH:28][S:29]([C:32]3[CH:37]=[CH:36][CH:35]=[CH:34][C:33]=3[C:38]([F:41])([F:40])[F:39])(=[O:31])=[O:30])=[N:24][CH:25]=[CH:26][N:27]=2)=[CH:18][CH:17]=1>CN(C)C=O.O>[N:1]1([CH2:15][C:16]2[CH:21]=[CH:20][C:19]([C:22]3[C:23]([NH:28][S:29]([C:32]4[CH:37]=[CH:36][CH:35]=[CH:34][C:33]=4[C:38]([F:40])([F:39])[F:41])(=[O:30])=[O:31])=[N:24][CH:25]=[CH:26][N:27]=3)=[CH:18][CH:17]=2)[C:9]2[C:4](=[CH:5][CH:6]=[CH:7][CH:8]=2)[CH:3]=[CH:2]1 |f:1.2|. Procedure: To a solution of 1H-Indole (234 mg, 2.0 mmol, 1 eq) in dimethylformamide (10 mL) was added sodium hydride (80 mg, 2 mmol, 1 eq). After the evolution of hydrogen ceased, N-{3-[4-(chloromethyl)phenyl]pyrazin-2-yl}-2-(trifluoromethyl)benzene sulfonamide (intermediate 26) (854 mg, 2 mmol, 1 eq) in dimethylformamide (5 mL) was added and the reaction mixture heated to 80 degrees over 3 hours. The reaction was cooled, diluted with 30 mL of water and extracted with diethyl ether. The organic layer was d... The reactants are ClC=1N=C(C=2N=CN([C@H]3[C@H](O)[C@H](O)[C@@H](CO)O3)C2N1)NOC (2-Chloro-N-methoxyadenosine), [H-].[Na+] (sodium hydride), CO (methanol). Run at time 1 hour. Product: COC=1N=C(C=2N=CN([C@H]3[C@H](O)[C@H](O)[C@@H](CO)O3)C2N1)NOC (2,N-dimethoxyadenosine). As a reaction SMILES: Cl[C:2]1[N:3]=[C:4]([NH:20][O:21][CH3:22])[C:5]2[N:6]=[CH:7][N:8]([C:18]=2[N:19]=1)[C@@H:9]1[O:17][C@H:14]([CH2:15][OH:16])[C@@H:12]([OH:13])[C@H:10]1[OH:11].[H-].[Na+].[CH3:25][OH:26]>>[CH3:25][O:26][C:2]1[N:3]=[C:4]([NH:20][O:21][CH3:22])[C:5]2[N:6]=[CH:7][N:8]([C:18]=2[N:19]=1)[C@@H:9]1[O:17][C@H:14]([CH2:15][OH:16])[C@@H:12]([OH:13])[C@H:10]1[OH:11] |f:1.2|. Procedure details: 2-Chloro-N-methoxyadenosine (Example 8) (0.20 g, 0.60 mmol) was added to a mixture of sodium hydride (40 % oil dispersion) (0.12 g, 3.0 mmol) methanol (0.24 ml) amd DMF (5 ml) which had been stirred under nitrogen at room temperature for 1 h. The reaction mixture was heated at 80° C. for 16 h, cooled and evaporated. Flash chromatography provided the title 2,N-dimethoxyadenosine, still however containing some starting 2-chloro-N-methoxyadenosine. 1H NMR (DMSO-d6)γ 3.52-3.59 (1H, m, H-5'a), 3.63-3... Reactants: BrCC(=O)C1=CC=CC=C1 (alpha-bromoacetophenone), C1(=C(C=CC=C1)N)N (1,2-phenylenediamine), resultant solution, C(C)(=O)[O-].[Na+] (sodium acetate). The solvent is C(C)O (ethanol). Run at time 8 hour. The product is N1=CC=NC2=CC=CC=C12 (Quinoxaline). RXN SMILES: BrCC([C:5]1[CH:10]=[CH:9][CH:8]=[CH:7][CH:6]=1)=O.[C:11]1([NH2:18])C=CC=C[C:12]=1[NH2:17].C([O-])(=O)C.[Na+]>C(O)C>[N:17]1[C:6]2[C:5](=[CH:10][CH:9]=[CH:8][CH:7]=2)[N:18]=[CH:11][CH:12]=1 |f:2.3|. Procedure: To a magnetically stirred solution of the appropriate alpha-bromoacetophenone (1 eq) in 200 ml of ethanol was added the appropriate 1,2-phenylenediamine (2.4 eq), followed by addition of solid sodium acetate (3 eq). The resultant solution was warmed to reflux and stirred overnight with an air atmosphere. The product formed precipitates, and so the reaction was vacuum filtered, and the solids washed with 50 ml cold ethanol followed by washing with 50 ml 0.1 N HCl. The product was carried on witho...